The task is: describe an organic reaction: reactants, conditions, products, and yield. This data is from the Open Reaction Database (ORD), a public repository of structured organic reaction records. The reactants are CC(=O)O, Clc1ccncc1, Nc1cccc(C(=O)O)c1. Yields the product O=C(O)c1cccc(Nc2ccncc2)c1. RXN SMILES: [CH3:18][C:19](=[O:20])[OH:21].[Cl:11][c:12]1[cH:13][cH:14][n:15][cH:16][cH:17]1.[NH2:1][c:2]1[cH:3][c:4]([C:5](=[O:6])[OH:7])[cH:8][cH:9][cH:10]1>>[NH:1]([c:2]1[cH:3][c:4]([C:5](=[O:6])[OH:7])[cH:8][cH:9][cH:10]1)[c:12]1[cH:13][cH:14][n:15][cH:16][cH:17]1. Reactants: C(C1=CC=CC=C1)(=O)C1=CC=C(C=C1)CC(=O)O ((4-benzoyl-phenyl)-acetic acid), C[O-].C(CCC)[Sn+](CCCC)CCCC (tri-n-butyltin methoxide). The product is C(CCC)[Sn](OC(CC1=CC=C(C=C1)C(C1=CC=CC=C1)=O)=O)(CCCC)CCCC (tri-n-butyl{[4-(benzoyl)phenylacetyl]oxy}stannane). RXN SMILES: [C:1]([C:9]1[CH:14]=[CH:13][C:12]([CH2:15][C:16]([OH:18])=[O:17])=[CH:11][CH:10]=1)(=[O:8])[C:2]1[CH:7]=[CH:6][CH:5]=[CH:4][CH:3]=1.C[O-].[CH2:21]([Sn+:25]([CH2:30][CH2:31][CH2:32][CH3:33])[CH2:26][CH2:27][CH2:28][CH3:29])[CH2:22][CH2:23][CH3:24]>>[CH2:30]([Sn:25]([CH2:21][CH2:22][CH2:23][CH3:24])([CH2:26][CH2:27][CH2:28][CH3:29])[O:17][C:16](=[O:18])[CH2:15][C:12]1[CH:13]=[CH:14][C:9]([C:1](=[O:8])[C:2]2[CH:3]=[CH:4][CH:5]=[CH:6][CH:7]=2)=[CH:10][CH:11]=1)[CH2:31][CH2:32][CH3:33] |f:1.2|. Reported procedure: The title product is prepared according to the method as described in example 7 by reacting (4-benzoyl-phenyl)-acetic acid with tri-n-butyltin methoxide.